From a dataset of the Open Reaction Database (ORD), a public repository of structured organic reaction records. describe an organic reaction: reactants, conditions, products, and yield The reactants are CC1(C(N(C=2C=C3C(=CC12)N=C(N3)NC(C3=CC=CC=C3)=O)CCC=O)=O)C (N-[7,7-dimethyl-6-oxo-5-(3-oxo-propyl)-3,5,6,7-tetrahydro-imidazo[4,5-f]indol-2-yl]-benzamide), Cl.C(C)(C)(C)ON (O-tert-butyl-hydroxylamine hydrochloride). The solvent is CO (MeOH), O (water). Product: C(C)(C)(C)ON=CCCN1C(C(C=2C=C3C(=CC12)NC(=N3)NC(C3=CC=CC=C3)=O)(C)C)=O (N-[5-(3-tert-Butoxyimino-propyl)-7,7-dimethyl-6-oxo-3,5,6,7-tetrahydro-imidazo[4,5-f]indol-2-yl]-benzamide). Isolated yield 11.8%. Reaction SMILES: [CH3:1][C:2]1([CH3:28])[C:10]2[CH:9]=[C:8]3[N:11]=[C:12]([NH:14][C:15](=[O:22])[C:16]4[CH:21]=[CH:20][CH:19]=[CH:18][CH:17]=4)[NH:13][C:7]3=[CH:6][C:5]=2[N:4]([CH2:23][CH2:24][CH:25]=O)[C:3]1=[O:27].Cl.[C:30]([O:34][NH2:35])([CH3:33])([CH3:32])[CH3:31]>CO.O>[C:30]([O:34][N:35]=[CH:25][CH2:24][CH2:23][N:4]1[C:5]2[CH:6]=[C:7]3[NH:13][C:12]([NH:14][C:15](=[O:22])[C:16]4[CH:17]=[CH:18][CH:19]=[CH:20][CH:21]=4)=[N:11][C:8]3=[CH:9][C:10]=2[C:2]([CH3:28])([CH3:1])[C:3]1=[O:27])([CH3:33])([CH3:32])[CH3:31] |f:1.2|. Reported procedure: A solution of N-[7,7-dimethyl-6-oxo-5-(3-oxo-propyl)-3,5,6,7-tetrahydro-imidazo[4,5-f]indol-2-yl]-benzamide (50 mg) and O-tert-butyl-hydroxylamine hydrochloride (117 mg; 0.93 mmol) in MeOH (10 ml) and water (1 ml) is stirred at RT for 18 h. After evaporating to dryness the crude material is purified by preparative RP-HPLC eluting with MeCN/water to give the desired compound (7 mg). Starting materials: OBO, Cn1c2ccccc2c(=O)c2c(Br)cccc21, CC(C)(C)C(=O)Nc1ccccc1, O=C([O-])O, COCCOC, [Na+], O. Product: Cn1c2ccccc2c(=O)c2c(-c3ccccc3NC(=O)C(C)(C)C)cccc21. As a reaction SMILES: [BH:18]([OH:19])[OH:20].[Br:1][c:2]1[cH:3][cH:4][cH:5][c:6]2[n:7]([CH3:17])[c:8]3[cH:9][cH:10][cH:11][cH:12][c:13]3[c:14](=[O:16])[c:15]12.[C:21]([C:22]([CH3:23])([CH3:24])[CH3:25])(=[O:26])[NH:27][c:28]1[cH:29][cH:30][cH:31][cH:32][cH:33]1.[C:40](=[O:41])([O-:42])[OH:43].[CH3:34][O:35][CH2:36][CH2:37][O:38][CH3:39].[Na+:44].[OH2:45]>>[c:2]1(-[c:29]2[c:28]([NH:27][C:21]([C:22]([CH3:23])([CH3:24])[CH3:25])=[O:26])[cH:33][cH:32][cH:31][cH:30]2)[cH:3][cH:4][cH:5][c:6]2[n:7]([CH3:17])[c:8]3[cH:9][cH:10][cH:11][cH:12][c:13]3[c:14](=[O:16])[c:15]12. The yield is 93.2%. RXN SMILES: [CH2:1]([C:16]1[NH:17][C:18]2[C:23]([CH:24]=1)=[CH:22][CH:21]=[C:20]([C:25]([OH:27])=[O:26])[CH:19]=2)[CH2:2][CH2:3][CH2:4][CH2:5][CH2:6][CH2:7][CH2:8][CH2:9][CH2:10][CH2:11][CH2:12][CH2:13][CH2:14][CH3:15].[OH-].[Na+:29]>C(O)C.O>[CH2:1]([C:16]1[NH:17][C:18]2[C:23]([CH:24]=1)=[CH:22][CH:21]=[C:20]([C:25]([O-:27])=[O:26])[CH:19]=2)[CH2:2][CH2:3][CH2:4][CH2:5][CH2:6][CH2:7][CH2:8][CH2:9][CH2:10][CH2:11][CH2:12][CH2:13][CH2:14][CH3:15].[Na+:29] |f:1.2,5.6|. Yields the product C(CCCCCCCCCCCCCC)C=1NC2=CC(=CC=C2C1)C(=O)[O-].[Na+] (sodium 2-(n-pentadecyl)-indole-6-carboxylate). Reactants: C(CCCCCCCCCCCCCC)C=1NC2=CC(=CC=C2C1)C(=O)O (2-(n-pentadecyl)indole-6-carboxylic acid), [OH-].[Na+] (sodium hydroxide). Procedure details: A solution of 2-(n-pentadecyl)indole-6-carboxylic acid (15.0 g) in hot ethanol (100 ml) was treated with a solution of sodium hydroxide (2.0 g) in water (50 ml), and a white precipitate was obtained. The precipitate was recrystallised from aqueous ethanol (1:1) (300 ml) to give sodium 2-(n-pentadecyl)-indole-6-carboxylate (14.8 g), in the form of white crystals, m.p. greater than 340° C. Solvent: C(C)O (ethanol), O (water). The reactants are N1([C@H](C(=O)O)CCC1)C(=O)OCC1=CC=CC=C1 (Z-L-Pro-OH), S(=O)(Cl)Cl (thionyl chloride). The solvent is C(Cl)Cl (DCM). The product is N1([C@H](C(=O)Cl)CCC1)C(=O)OCC1=CC=CC=C1 (Z-L-Pro-Cl). Reaction SMILES: [N:1]1([C:9]([O:11][CH2:12][C:13]2[CH:18]=[CH:17][CH:16]=[CH:15][CH:14]=2)=[O:10])[CH2:8][CH2:7][CH2:6][C@H:2]1[C:3](O)=[O:4].S(Cl)([Cl:21])=O>C(Cl)Cl>[N:1]1([C:9]([O:11][CH2:12][C:13]2[CH:18]=[CH:17][CH:16]=[CH:15][CH:14]=2)=[O:10])[CH2:8][CH2:7][CH2:6][C@H:2]1[C:3]([Cl:21])=[O:4]. Procedure: A mixture of Z-L-Pro-OH E-1 (10.0 g, 40.1 mmol, 1 equiv.) and thionyl chloride (30 mL, 401.2 mmol, 10 equiv.) in DCM (200 mL) is heated to reflux under nitrogen for 20 minutes and concentrated in vacuo. The residual oil is coevaporated with toluene 3×, and concentrated to give Z-L-Pro-Cl as an opaque oil. Reactants: O[C@@H]1[C@@H]2CCCC([C@]2(CCC1)C)=O ((4aR,5S,8aS)-5-Hydroxy-8a-methyl-octahydro-naphtalen-1-one), atmosphere, N1C=NC=C1 (imidazole), C(C)(C)(C)[Si](C)(C)Cl (tert-butyl-dimethyl-silylchloride), N1C=NC=C1 (imidazole). Solvent: CN(C=O)C (dimethylformamide). Reaction conditions: temperature 100 celsius, time 8 hour. Yields the product C(C)(C)(C)[Si](O[C@@H]1[C@@H]2CCCC([C@]2(CCC1)C)=O)(C)C ((4aR,5S,8aS)-5-(tert-Butyl-dimethyl-silanyloxy)-8a-methyl-octahydro-naphtalen-1-one). RXN SMILES: [OH:1][C@H:2]1[CH2:11][CH2:10][CH2:9][C@@:8]2([CH3:12])[C@H:3]1[CH2:4][CH2:5][CH2:6][C:7]2=[O:13].N1C=CN=C1.[C:19]([Si:23](Cl)([CH3:25])[CH3:24])([CH3:22])([CH3:21])[CH3:20]>CN(C)C=O>[C:19]([Si:23]([CH3:25])([CH3:24])[O:1][C@H:2]1[CH2:11][CH2:10][CH2:9][C@@:8]2([CH3:12])[C@H:3]1[CH2:4][CH2:5][CH2:6][C:7]2=[O:13])([CH3:22])([CH3:21])[CH3:20]. Procedure: To a solution of 2.3 g (12.6 mMol) of (4aR,5S,8aS)-5-Hydroxy-8a-methyl-octahydro-naphtalen-1-one in 63 ml of dimethylformamide are added under stirring and argon atmosphere 3.74 g (24.8 mMol) of tertio-butyl-dimethyl-silychloride and 1.94 g (28.5 mMol) of imidazole. The reaction mixture is heated to 100° C. for 4 hours, then additional 3.74 g of tert-butyl-dimethyl-silylchloride and 1.94 g of imidazole are added and the reaction mixture is kept overnight at 100° C. The reaction mixture is poured... Starting materials: O=C(O)C1Cc2ccccc2CN1, Cl, [Na+], C1CCOC1, [OH-], O, O=S(=O)(Cl)c1ccc(-c2ccccc2)cc1. Product: O=C(O)C1Cc2ccccc2CN1S(=O)(=O)c1ccc(-c2ccccc2)cc1. As a reaction SMILES: [CH2:3]1[NH:4][CH:5]([C:13](=[O:14])[OH:15])[CH2:6][c:7]2[cH:8][cH:9][cH:10][cH:11][c:12]21.[ClH:32].[Na+:2].[O:34]1[CH2:35][CH2:36][CH2:37][CH2:38]1.[OH-:1].[OH2:33].[c:16]1(-[c:26]2[cH:27][cH:28][cH:29][cH:30][cH:31]2)[cH:17][cH:18][c:19]([S:22](=[O:23])(=[O:24])[Cl:25])[cH:20][cH:21]1>>[CH2:3]1[N:4]([S:22]([c:19]2[cH:18][cH:17][c:16](-[c:26]3[cH:27][cH:28][cH:29][cH:30][cH:31]3)[cH:21][cH:20]2)(=[O:23])=[O:24])[CH:5]([C:13](=[O:14])[OH:15])[CH2:6][c:7]2[cH:8][cH:9][cH:10][cH:11][c:12]21. Starting materials: [C-]#N, [C-]#N, CN(C)C=O, Cc1ccccc1, Ic1cccc(-c2nc(-c3ccccn3)cs2)c1, [Zn+2], c1ccc(P(c2ccccc2)(c2ccccc2)[Pd](P(c2ccccc2)(c2ccccc2)c2ccccc2)(P(c2ccccc2)(c2ccccc2)c2ccccc2)P(c2ccccc2)(c2ccccc2)c2ccccc2)cc1. Product: N#Cc1cccc(-c2nc(-c3ccccn3)cs2)c1. RXN SMILES: [C-:31]#[N:32].[C-:34]#[N:35].[CH3:19][N:20]([CH3:21])[CH:22]=[O:23].[CH3:24][c:25]1[cH:26][cH:27][cH:28][cH:29][cH:30]1.[I:1][c:2]1[cH:3][c:4](-[c:8]2[s:9][cH:10][c:11](-[c:13]3[n:14][cH:15][cH:16][cH:17][cH:18]3)[n:12]2)[cH:5][cH:6][cH:7]1.[Zn+2:33].[cH:36]1[cH:37][cH:38][c:39]([P:40]([Pd:41]([P:42]([c:43]2[cH:44][cH:45][cH:46][cH:47][cH:48]2)([c:49]2[cH:50][cH:51][cH:52][cH:53][cH:54]2)[c:55]2[cH:56][cH:57][cH:58][cH:59][cH:60]2)([P:61]([c:62]2[cH:63][cH:64][cH:65][cH:66][cH:67]2)([c:68]2[cH:69][cH:70][cH:71][cH:72][cH:73]2)[c:74]2[cH:75][cH:76][cH:77][cH:78][cH:79]2)[P:80]([c:81]2[cH:82][cH:83][cH:84][cH:85][cH:86]2)([c:87]2[cH:88][cH:89][cH:90][cH:91][cH:92]2)[c:93]2[cH:94][cH:95][cH:96][cH:97][cH:98]2)([c:99]2[cH:100][cH:101][cH:102][cH:103][cH:104]2)[c:105]2[cH:106][cH:107][cH:108][cH:109][cH:110]2)[cH:111][cH:112]1>>[c:2]1([C:19]#[N:20])[cH:3][c:4](-[c:8]2[s:9][cH:10][c:11](-[c:13]3[n:14][cH:15][cH:16][cH:17][cH:18]3)[n:12]2)[cH:5][cH:6][cH:7]1. Reactants: CC(=O)O, Cl, O=N[O-], COCCn1ccnc1-c1nc(N)sc1C(=O)OC, NC(N)=O, [Na+], O. Product: COCCn1ccnc1-c1nc(Cl)sc1C(=O)OC. As a reaction SMILES: [CH3:29][C:30](=[O:31])[OH:32].[ClH:20].[N:21]([O-:22])=[O:23].[NH2:1][c:2]1[s:3][c:4]([C:16](=[O:17])[O:18][CH3:19])[c:5](-[c:7]2[n:8]([CH2:12][CH2:13][O:14][CH3:15])[cH:9][cH:10][n:11]2)[n:6]1.[NH2:25][C:26](=[O:27])[NH2:28].[Na+:24].[OH2:33]>>[c:2]1([Cl:20])[s:3][c:4]([C:16](=[O:17])[O:18][CH3:19])[c:5](-[c:7]2[n:8]([CH2:12][CH2:13][O:14][CH3:15])[cH:9][cH:10][n:11]2)[n:6]1. The reactants are CC#N, CN(C)C=O, O=CO, CCN(CC)CCCCC1CCN(CC(=O)N2c3ccccc3NC(=O)c3c2c(Cl)cn3C)CC1. Yields the product CCN(CC)CCCCC1CCN(CC(=O)N2c3ccccc3NC(=O)c3c2ccn3C)CC1. As a reaction SMILES: [CH3:36][C:37]#[N:38].[CH3:42][N:43]([CH3:44])[CH:45]=[O:46].[CH:39]([OH:40])=[O:41].[Cl:1][c:2]1[cH:3][n:4]([CH3:35])[c:5]2[c:6]1[N:7]([C:17]([CH2:18][N:19]1[CH2:20][CH2:21][CH:22]([CH2:25][CH2:26][CH2:27][CH2:28][N:29]([CH2:30][CH3:31])[CH2:32][CH3:33])[CH2:23][CH2:24]1)=[O:34])[c:8]1[c:9]([cH:13][cH:14][cH:15][cH:16]1)[NH:10][C:11]2=[O:12]>>[cH:2]1[cH:3][n:4]([CH3:35])[c:5]2[c:6]1[N:7]([C:17]([CH2:18][N:19]1[CH2:20][CH2:21][CH:22]([CH2:25][CH2:26][CH2:27][CH2:28][N:29]([CH2:30][CH3:31])[CH2:32][CH3:33])[CH2:23][CH2:24]1)=[O:34])[c:8]1[c:9]([cH:13][cH:14][cH:15][cH:16]1)[NH:10][C:11]2=[O:12].